The task is: describe an organic reaction: reactants, conditions, products, and yield. This data is from the Open Reaction Database (ORD), a public repository of structured organic reaction records. Reactants: BrCC(=O)OC (methyl bromoacetate), [H-].[Na+] (sodium hydride), CSC1CC(N1)=O (4-Methylthioazetidin-2-one). Run in CN(C=O)C (dimethylformamide), CN(C=O)C (dimethylformamide), O (water). Product: CSC1CC(N1CC(=O)OC)=O (methyl (4-methylthio-2-oxoazetidin-1-yl)acetate). Yield: 63.4%. As a reaction SMILES: [CH3:1][S:2][CH:3]1[NH:6][C:5](=[O:7])[CH2:4]1.[H-].[Na+].Br[CH2:11][C:12]([O:14][CH3:15])=[O:13]>CN(C)C=O.O>[CH3:1][S:2][CH:3]1[N:6]([CH2:11][C:12]([O:14][CH3:15])=[O:13])[C:5](=[O:7])[CH2:4]1 |f:1.2|. Reported procedure: 4-Methylthioazetidin-2-one (2.34 g, 20 mmole) was dissolved in dry dimethylformamide (40 ml) and treated at 0°-5° C. with sodium hydride (20 mmole). After 3 minutes methyl bromoacetate (3.37 g, 22 mmole) dissolved in dry dimethylformamide (20 ml) was added and the reaction mixture stirred for 3/4 hour at 0°-5° C. After diluting with water (300 ml), the mixture was extracted with ethyl acetate (3×100 ml) and the extracts combined, washed with water, dried (MgSO4) and evaporated. Chromatography of... The reactants are FC=1C=C(C=CC1F)C(C)NC(C1=CC(=C(C(=C1)[N+](=O)[O-])OC)OC)C1=CC=C(C=C1)F (N-[1-(3,4-difluorophenyl)ethyl]-N-[(4-fluorophenyl)-(3,4-dimethoxy-5-nitrophenyl)methyl]amine), [BH4-].[Na+] (sodium borohydride). The reagents and catalysts are O.O.O.O.O.O.[Ni](Cl)Cl (nickel chloride hexahydrate). Yields the product FC=1C=C(C=CC1F)C(C)NC(C=1C=C(C(=C(C1)N)OC)OC)C1=CC=C(C=C1)F (5-{[1-(3,4-Difluorophenyl)ethylamino]-(4-fluorophenyl)methyl}-2,3-dimethoxyphenylamine). As a reaction SMILES: [F:1][C:2]1[CH:3]=[C:4]([CH:9]([NH:11][CH:12]([C:26]2[CH:31]=[CH:30][C:29]([F:32])=[CH:28][CH:27]=2)[C:13]2[CH:18]=[C:17]([N+:19]([O-])=O)[C:16]([O:22][CH3:23])=[C:15]([O:24][CH3:25])[CH:14]=2)[CH3:10])[CH:5]=[CH:6][C:7]=1[F:8].[BH4-].[Na+]>O.O.O.O.O.O.[Ni](Cl)Cl>[F:1][C:2]1[CH:3]=[C:4]([CH:9]([NH:11][CH:12]([C:26]2[CH:27]=[CH:28][C:29]([F:32])=[CH:30][CH:31]=2)[C:13]2[CH:14]=[C:15]([O:24][CH3:25])[C:16]([O:22][CH3:23])=[C:17]([NH2:19])[CH:18]=2)[CH3:10])[CH:5]=[CH:6][C:7]=1[F:8] |f:1.2,3.4.5.6.7.8.9|. Procedure details: Following a similar reaction, separation and purification procedure to that described in Example (59b), 3.42 g of N-[1-(3,4-difluorophenyl)ethyl]-N-[(4-fluorophenyl)-(3,4-dimethoxy-5-nitrophenyl)methyl]amine [prepared as described in step (a) above], 3.65 g of nickel chloride hexahydrate and 1.17 g of sodium borohydride were reacted, to obtain 1.10 g of isomer A and 1.39 g of isomer B of the title compound as pale yellow oils, respectively. Starting materials: CC(=O)CCC=C(C)CCC=C(C)C, COC(=O)OC, CN1CCCC1=O, [Cl-], [Cl-], [H-], [NH4+], [Na+], [Na+], Cc1ccccc1. Product: COC(=O)CC(=O)CCC=C(C)CCC=C(C)C. Reaction SMILES: [CH2:3]([CH:4]=[C:5]([CH3:6])[CH2:7][CH2:8][CH:9]=[C:10]([CH3:11])[CH3:12])[CH2:13][C:14]([CH3:15])=[O:16].[CH3:21][O:22][C:23]([O:24][CH3:26])=[O:25].[CH3:27][N:28]1[CH2:29][CH2:30][CH2:31][C:32]1=[O:33].[Cl-:17].[Cl-:19].[H-:1].[NH4+:18].[Na+:20].[Na+:2].[c:34]1([CH3:35])[cH:36][cH:37][cH:38][cH:39][cH:40]1>>[CH2:3]([CH:4]=[C:5]([CH3:6])[CH2:7][CH2:8][CH:9]=[C:10]([CH3:11])[CH3:12])[CH2:13][C:14]([CH2:15][C:23]([O:22][CH3:21])=[O:24])=[O:16]. Starting materials: S1C=NC=C1C(=O)O (thiazole-5-carboxylic acid), CCN=C=NCCCN(C)C.Cl (EDC.HCl), C=1C=CC2=C(C1)N=NN2O (HOBt), CCN(C(C)C)C(C)C (DIPEA), N[C@@H](CCCCCC(=O)NC)C=1NC(=CN1)I ((S)-7-amino-7-(5-iodo-1H-imidazol-2-yl)-N-methylheptanamide). Run in CN(C)C=O (DMF), CN(C)C=O (DMF). Run at time 10 minute. The product is IC1=CN=C(N1)[C@H](CCCCCC(=O)NC)NC(=O)C1=CN=CS1 ((S)-N-(1-(5-iodo-1H-imidazol-2-yl)-7-(methylamino)-7-oxoheptyl)thiazole-5-carboxamide). Reaction SMILES: [S:1]1[C:5]([C:6]([OH:8])=O)=[CH:4][N:3]=[CH:2]1.CCN=C=NCCCN(C)C.Cl.C1C=CC2N(O)N=NC=2C=1.CCN(C(C)C)C(C)C.[NH2:40][C@H:41]([C:51]1[NH:52][C:53]([I:56])=[CH:54][N:55]=1)[CH2:42][CH2:43][CH2:44][CH2:45][CH2:46][C:47]([NH:49][CH3:50])=[O:48]>CN(C=O)C>[I:56][C:53]1[NH:52][C:51]([C@@H:41]([NH:40][C:6]([C:5]2[S:1][CH:2]=[N:3][CH:4]=2)=[O:8])[CH2:42][CH2:43][CH2:44][CH2:45][CH2:46][C:47]([NH:49][CH3:50])=[O:48])=[N:55][CH:54]=1 |f:1.2|. Procedure details: A solution of thiazole-5-carboxylic acid (1.5 eq.) in DMF (1 M) was treated with EDC.HCl (1.5 eq.), HOBt (1.5 eq.) and DIPEA (1.5 eq.), Reaction mixture was stirred at room temperature for 10 min and then added to a solution of D7 in DMF (0.33 M). The reaction mixture was stirred at room temperature for 1 h and subsequently partitioned between DCM and sat. aq. NaHCO3. The organic phase was separated and the aqueous phase extracted with DCM. The combined organic extracts were washed with brine, d... Starting materials: C(#N)C1=NC(=C(C2=CC=C(C=C12)OC1=CC=CC=C1)O)C(=O)OC (Methyl 1-cyano-4-hydroxy-7-phenoxyisoquinoline-3-carboxylate), NCC[C@H](C(=O)O)NC(=O)OC(C)(C)C ((R)-4-amino-2-(tert-butoxycarbonylamino)butanoic acid), C[O-].[Na+] (sodium methoxide). Run in COCCO (2-methoxyethanol). The product is C(C)(C)(C)OC(=O)N[C@@H](C(=O)O)CCNC(=O)C=1N=C(C2=CC(=CC=C2C1O)OC1=CC=CC=C1)C#N ((R)-2-(tert-Butoxycarbonylamino)-4-(1-cyano-4-hydroxy-7-phenoxyisoquinoline-3-carboxamido)butanoic acid). RXN SMILES: [C:1]([C:3]1[C:12]2[C:7](=[CH:8][CH:9]=[C:10]([O:13][C:14]3[CH:19]=[CH:18][CH:17]=[CH:16][CH:15]=3)[CH:11]=2)[C:6]([OH:20])=[C:5]([C:21](OC)=[O:22])[N:4]=1)#[N:2].[NH2:25][CH2:26][CH2:27][C@@H:28]([NH:32][C:33]([O:35][C:36]([CH3:39])([CH3:38])[CH3:37])=[O:34])[C:29]([OH:31])=[O:30].C[O-].[Na+]>COCCO>[C:36]([O:35][C:33]([NH:32][C@H:28]([CH2:27][CH2:26][NH:25][C:21]([C:5]1[N:4]=[C:3]([C:1]#[N:2])[C:12]2[C:7]([C:6]=1[OH:20])=[CH:8][CH:9]=[C:10]([O:13][C:14]1[CH:19]=[CH:18][CH:17]=[CH:16][CH:15]=1)[CH:11]=2)=[O:22])[C:29]([OH:31])=[O:30])=[O:34])([CH3:39])([CH3:38])[CH3:37] |f:2.3|. Reported procedure: Methyl 1-cyano-4-hydroxy-7-phenoxyisoquinoline-3-carboxylate (25 mg, 0.08 mmol), (R)-4-amino-2-(tert-butoxycarbonylamino)butanoic acid (crude, 0.47 mmol) and sodium methoxide (24 mg, 0.44 mmol) were suspended in 2-methoxyethanol (5 mL). The resulting mixture was heated to reflux for 2 hours and then cooled to room temperature. The solvent was removed in vacuo and the residue was dissolved in H2O (15 mL) and EtOAc (15 mL). To the stirred mixture was added 1 N hydrochloric acid until pH was 1. The... Reactants: O=C1OC(=O)C2CC12, NCc1ccccc1. The product is O=C1C2CC2C(=O)N1Cc1ccccc1. RXN SMILES: [CH:9]12[CH:10]([CH2:11]1)[C:12](=[O:13])[O:14][C:15]2=[O:16].[NH2:1][CH2:2][c:3]1[cH:4][cH:5][cH:6][cH:7][cH:8]1>>[N:1]1([CH2:2][c:3]2[cH:4][cH:5][cH:6][cH:7][cH:8]2)[C:12](=[O:13])[CH:10]2[CH:9]([CH2:11]2)[C:15]1=[O:14].